This data is from the Open Reaction Database (ORD), a public repository of structured organic reaction records. The task is: describe an organic reaction: reactants, conditions, products, and yield Starting materials: ClC1=NC2=CC(=C(C=C2C(=N1)N)OC)OC (2-chloro-4-amino-6,7-dimethoxyquinazoline), O1CCCC1 (tetrahydrofuran). The solvent is CN (methylamine). Conditions: time 2 hour. The product is ClC1=NC2=CC(=C(C=C2C(=N1)NC)OC)OC (2-chloro-4-methylamino-6,7-dimethoxyquinazoline). As a reaction SMILES: [Cl:1][C:2]1[N:11]=[C:10]([NH2:12])[C:9]2[C:4](=[CH:5][C:6]([O:15][CH3:16])=[C:7]([O:13][CH3:14])[CH:8]=2)[N:3]=1.O1CCC[CH2:18]1>CN>[Cl:1][C:2]1[N:11]=[C:10]([NH:12][CH3:18])[C:9]2[C:4](=[CH:5][C:6]([O:15][CH3:16])=[C:7]([O:13][CH3:14])[CH:8]=2)[N:3]=1. Reported procedure: To a solution of 2-chloro-4-amino-6,7-dimethoxyquinazoline (2.0 g) in tetrahydrofuran (100 ml), methylamine was introduced over a period of 15 min. The reaction mixture was stirred for 2 hr at room temperature and evaporated. The residue was triturated with cold aqueous sodium carbonate solution and the solid was washed and dried to give 1.769 g of 2-chloro-4-methylamino-6,7-dimethoxyquinazoline. A portion of this compound was crystallized from methylene chloride-hexane to mp 216°-217° C.; ir (n... Reactants: COc1cc(C=O)cc(Br)c1OC, COCCOC, [Na+], [Na+], O=C([O-])[O-], c1ccc(P(c2ccccc2)(c2ccccc2)[Pd](P(c2ccccc2)(c2ccccc2)c2ccccc2)(P(c2ccccc2)(c2ccccc2)c2ccccc2)P(c2ccccc2)(c2ccccc2)c2ccccc2)cc1, OB(O)c1cccs1. The product is COc1cc(C=O)cc(-c2cccs2)c1OC. As a reaction SMILES: [Br:1][c:2]1[c:3]([O:12][CH3:13])[c:4]([O:10][CH3:11])[cH:5][c:6]([CH:7]=[O:8])[cH:9]1.[CH3:28][O:29][CH2:30][CH2:31][O:32][CH3:33].[Na+:22].[Na+:23].[O-:24][C:25](=[O:26])[O-:27].[cH:34]1[cH:35][cH:36][c:37]([P:38]([Pd:39]([P:40]([c:41]2[cH:42][cH:43][cH:44][cH:45][cH:46]2)([c:47]2[cH:48][cH:49][cH:50][cH:51][cH:52]2)[c:53]2[cH:54][cH:55][cH:56][cH:57][cH:58]2)([P:59]([c:60]2[cH:61][cH:62][cH:63][cH:64][cH:65]2)([c:66]2[cH:67][cH:68][cH:69][cH:70][cH:71]2)[c:72]2[cH:73][cH:74][cH:75][cH:76][cH:77]2)[P:78]([c:79]2[cH:80][cH:81][cH:82][cH:83][cH:84]2)([c:85]2[cH:86][cH:87][cH:88][cH:89][cH:90]2)[c:91]2[cH:92][cH:93][cH:94][cH:95][cH:96]2)([c:97]2[cH:98][cH:99][cH:100][cH:101][cH:102]2)[c:103]2[cH:104][cH:105][cH:106][cH:107][cH:108]2)[cH:109][cH:110]1.[s:14]1[c:15]([B:19]([OH:20])[OH:21])[cH:16][cH:17][cH:18]1>>[c:2]1(-[c:15]2[s:14][cH:18][cH:17][cH:16]2)[c:3]([O:12][CH3:13])[c:4]([O:10][CH3:11])[cH:5][c:6]([CH:7]=[O:8])[cH:9]1. Starting materials: N1=C(C=NC=C1)C(=O)O (pyrazine-2-carboxylic acid), Cl.C(C)N=C=NCCCN(C)C (1-ethyl-3-(3′-dimethylaminopropyl)-carbodiimide hydrochloride), NC1=CC(=C(C(=O)N(C)OC)C=C1)F (4-amino-2-fluoro-N-methoxy-N-methylbenzamide). Solvent: N1=CC=CC=C1 (pyridine). Run at time 1 hour. Yields the product FC=1C=C(C=CC1C(=O)N(C)OC)NC(=O)C1=NC=CN=C1 (N-(3-fluoro-4-((N-methoxy-N-methylamino)carbonyl)phenyl)pyrazine-2-carboxamide). As a reaction SMILES: [N:1]1[CH:6]=[CH:5][N:4]=[CH:3][C:2]=1[C:7]([OH:9])=O.Cl.C(N=C=NCCCN(C)C)C.[NH2:22][C:23]1[CH:34]=[CH:33][C:26]([C:27]([N:29]([O:31][CH3:32])[CH3:30])=[O:28])=[C:25]([F:35])[CH:24]=1>N1C=CC=CC=1>[F:35][C:25]1[CH:24]=[C:23]([NH:22][C:7]([C:2]2[CH:3]=[N:4][CH:5]=[CH:6][N:1]=2)=[O:9])[CH:34]=[CH:33][C:26]=1[C:27]([N:29]([O:31][CH3:32])[CH3:30])=[O:28] |f:1.2|. Procedure details: 2.56 g of pyrazine-2-carboxylic acid and 4.66 g of 1-ethyl-3-(3′-dimethylaminopropyl)-carbodiimide hydrochloride were added to a pyridine (20 ml) solution of 3.7 g of 4-amino-2-fluoro-N-methoxy-N-methylbenzamide, and the reaction liquid was stirred at room temperature for 1 hour. Pyridine was evaporated away under reduced pressure, and the residue was diluted with ethyl acetate, washed with water, and dried with anhydrous magnesium sulfate. The solvent was evaporated away under reduced pressure,... Starting materials: C=1C=CC2=C(C1)C=3C=CN=CC3N2 (norharmane), BrBr (bromine). Run in O1CCCC1 (tetrahydrofuran). The product is BrC1=CC=C2C=3C=CN=CC3NC2=C1 (7-bromo-β-carboline). Isolated yield 65.8%. Reaction SMILES: [CH:1]1[CH:2]=[CH:3][C:4]2[NH:13][C:12]3[CH:11]=[N:10][CH:9]=[CH:8][C:7]=3[C:5]=2[CH:6]=1.[Br:14]Br>O1CCCC1>[Br:14][C:2]1[CH:3]=[C:4]2[C:5]([C:7]3[CH:8]=[CH:9][N:10]=[CH:11][C:12]=3[NH:13]2)=[CH:6][CH:1]=1. Procedure: A solution of norharmane (600 mg, 3.57 mmol) in tetrahydrofuran (THF; 50 ml) was treated with bromine (0.40 ml, 7.80 mmol) at RT while stirring. After stirring for 18 h at RT, the reaction was concentrated under reduced pressure and the resulting residue was sonicated in 10% aqueous Na2CO3 (100 ml). The product was filtered and washed with water to give 905 mg of crude product. The crude product was crystallized from xylenes to provide in two crops 580 mg of 7-bromo-β-carboline. Reactants: CC1=C2C(=NC=3C=CC=CC13)CCNCC2 (1,2,4,5-tetrahydro-11-methyl-3H-azepino[4,5-b]quinoline), ClCC#N (chloroacetonitrile). Yields the product Cl.Cl.CC1=C2C(=NC=3C=CC=CC13)CCN(CC2)CC#N (2-[1,2,4,5-Tetrahydro-11-methyl-3H-azepino[4,5-b]quinoline-3-yl]acetonitrile dihydrochloride). Yield: 25.0%. As a reaction SMILES: [CH3:1][C:2]1[C:11]2[CH:10]=[CH:9][CH:8]=[CH:7][C:6]=2[N:5]=[C:4]2[CH2:12][CH2:13][NH:14][CH2:15][CH2:16][C:3]=12.[Cl:17][CH2:18][C:19]#[N:20]>>[ClH:17].[ClH:17].[CH3:1][C:2]1[C:11]2[CH:10]=[CH:9][CH:8]=[CH:7][C:6]=2[N:5]=[C:4]2[CH2:12][CH2:13][N:14]([CH2:18][C:19]#[N:20])[CH2:15][CH2:16][C:3]=12 |f:2.3.4|. Procedure details: 2-[1,2,4,5-Tetrahydro-11-methyl-3H-azepino[4,5-b]quinoline-3-yl]acetonitrile dihydrochloride was prepared from 1,2,4,5-tetrahydro-11-methyl-3H-azepino[4,5-b]quinoline and chloroacetonitrile analogous to Example 186. Solvent: CO (MeOH). The product is C1(=CC=CC=C1)S(=O)(=O)C=1C(=NN2C1N=C(C=C2N)CN2CCN(CC2)C)SC (3-benzenesulphonyl-5-(4-methyl-piperazin-1-ylmethyl)-2-methylsulphanyl-pyrazolo[1,5-a]pyrimidin-7-ylamine). The reactants are solution, N (NH3), C1(=CC=CC=C1)S(=O)(=O)C=1C(=NN2C1N=C(C=C2Cl)CN2CCOCC2)SC (3-benzenesulphonyl-7-chloro-2-methylsulphanyl-5-morpholin-4-ylmethyl-pyrazolo[1,5-a]pyrimidine), CN(C)C=O (DMF). Reaction SMILES: [NH3:1].[C:2]1([S:8]([C:11]2[C:12]([S:28][CH3:29])=[N:13][N:14]3[C:19](Cl)=[CH:18][C:17]([CH2:21][N:22]4[CH2:27][CH2:26]O[CH2:24][CH2:23]4)=[N:16][C:15]=23)(=[O:10])=[O:9])[CH:7]=[CH:6][CH:5]=[CH:4][CH:3]=1.C[N:31]([CH:33]=O)C>CO>[C:2]1([S:8]([C:11]2[C:12]([S:28][CH3:29])=[N:13][N:14]3[C:19]([NH2:1])=[CH:18][C:17]([CH2:21][N:22]4[CH2:27][CH2:26][N:31]([CH3:33])[CH2:24][CH2:23]4)=[N:16][C:15]=23)(=[O:10])=[O:9])[CH:7]=[CH:6][CH:5]=[CH:4][CH:3]=1. Reaction conditions: time 4 hour. The yield is 83.0%. Procedure: 10 ml of a 50% solution of NH3 in MeOH were added to a solution of 0.9 g (2 mmol) of 3-benzenesulphonyl-7-chloro-2-methylsulphanyl-5-morpholin-4-ylmethyl-pyrazolo[1,5-a]pyrimidine in 20 DMF and stirred at RT for 4 hrs. The DMF was evaporated in a high vacuum and the residue was partitioned between 2N NaOH and CH2Cl2. The aqueous phase was extracted three times with CH2Cl2 and the combined organic phases were dried (MgSO4), filtered and evaporated. Subsequent chromatography (silica gel, CH2Cl2/Me... The reactants are ClCl (chlorine), C1=CC(=CC=C1C(=C(Cl)Cl)C2=CC=C(C=C2)Cl)Cl (p,p'-DDE), C1=CC(=CC=C1C(=C(Cl)Cl)C2=CC=C(C=C2)Cl)Cl (p,p'-DDE). Solvent: O (water). Yields the product C1=CC(=CC=C1C(C2=CC=C(C=C2)Cl)C(Cl)(Cl)Cl)Cl (p,p'-DDT). RXN SMILES: [CH:1]1[C:6]([C:7]([C:11]2[CH:16]=[CH:15][C:14]([Cl:17])=[CH:13][CH:12]=2)=[C:8]([Cl:10])[Cl:9])=[CH:5][CH:4]=[C:3]([Cl:18])[CH:2]=1.[Cl:19]Cl>O>[CH:16]1[C:11]([CH:7]([C:8]([Cl:19])([Cl:10])[Cl:9])[C:6]2[CH:5]=[CH:4][C:3]([Cl:18])=[CH:2][CH:1]=2)=[CH:12][CH:13]=[C:14]([Cl:17])[CH:15]=1. Reported procedure: Onto the p,p'-DDE obtained in Stage (b) 100 ml water is added, the mixture heated to 80° C.-85° C. and chlorine gas added over a period of 8-11 hours, until the concentration of p,p'-DDE drops to 0.2%. The upper aqueous phase is separated to afford 410 g p,p'-DDT, which was used directly in the next stage. The reactants are CO (methanol), O1C(CCCC1)OC\C=C/CC(C(=O)OCC)C(=O)OCC (Diethyl [4-(tetrahydro-2H-pyran-2-yloxy)-(Z)-2-butenyl]malonate), [BH4-].[Na+] (sodium borohydride), [Cl-].[Li+] (lithium chloride), [BH4-].[Na+] (sodium borohydride). Solvent: O1CCCC1 (tetrahydrofuran), O1CCCC1 (tetrahydrofuran). Product: OCC(CO)C\C=C/COC1OCCCC1 (2-Hydroxymethyl-6-(tetrahydro-2H-pyran-2-yloxy)-(Z)-4-hexen-1-ol). The yield is 47.5%. Reaction SMILES: [O:1]1[CH2:6][CH2:5][CH2:4][CH2:3][CH:2]1[O:7][CH2:8]/[CH:9]=[CH:10]\[CH2:11][CH:12]([C:18](OCC)=[O:19])[C:13](OCC)=[O:14].[BH4-].[Na+].CO.[Cl-].[Li+]>O1CCCC1>[OH:19][CH2:18][CH:12]([CH2:11]/[CH:10]=[CH:9]\[CH2:8][O:7][CH:2]1[CH2:3][CH2:4][CH2:5][CH2:6][O:1]1)[CH2:13][OH:14] |f:1.2,4.5|. Procedure details: Diethyl [4-(tetrahydro-2H-pyran-2-yloxy)-(Z)-2-butenyl]malonate (65.5 g) was dissolved in 650 ml of dry tetrahydrofuran, and 15.1 g of sodium borohydride was added thereto. A solution of 110 g of methanol/275 ml of tetrahydrofuran was added dropwise gradually with stirring under heating to reflux. Then, 13.18 g of lithium chloride and 11 g of sodium borohydride were added and refluxed for 1.5 hours. The reaction solution was cooled and poured into ice-cold water and extracted with ethyl acetate.... Reactants: 6.19, BrC1=CC(=C(C(=C1)[N+](=O)[O-])NCCOC)OC ((4-bromo-2-methoxy-6-nitro-phenyl)-(2-methoxy-ethyl)-amine). Solvent: C1CCOC1 (THF). As a reaction SMILES: [Br:1][C:2]1[CH:7]=[C:6]([N+:8]([O-])=O)[C:5]([NH:11][CH2:12][CH2:13][O:14][CH3:15])=[C:4]([O:16][CH3:17])[CH:3]=1>C1COCC1.[Ni]>[Br:1][C:2]1[CH:7]=[C:6]([NH2:8])[C:5]([NH:11][CH2:12][CH2:13][O:14][CH3:15])=[C:4]([O:16][CH3:17])[CH:3]=1. Reported procedure: A solution of 6.19 (20 mmol) (4-bromo-2-methoxy-6-nitro-phenyl)-(2-methoxy-ethyl)-amine in 140 ml THF is hydrogenated in the presence of 1.4 g Raney-Nickel (B113W Degussa) at normal pressure for 25 h. The catalyst is filtered off and the filtrate is concentrated in vacuo. The residue is purified by flash-chromatography on silica gel (hexane:EtOAc=2:1) to afford 4.95 g of the title compound as a as a reddish oil. Product: BrC1=CC(=C(C(=C1)N)NCCOC)OC (5-Bromo-3-methoxy-N*2*-(2-methoxy-ethyl)-benzene-1,2-diamine). The reagents and catalysts are [Ni] (Raney-Nickel).